From a dataset of the Open Reaction Database (ORD), a public repository of structured organic reaction records. describe an organic reaction: reactants, conditions, products, and yield The reactants are Cc1ccccc1N1CCNCC1, O=C(NCC(F)(F)F)C1(CCCCBr)c2ccccc2-c2ccccc21. Yields the product Cc1ccccc1N1CCN(CCCCC2(C(=O)NCC(F)(F)F)c3ccccc3-c3ccccc32)CC1. RXN SMILES: [CH3:1][c:2]1[c:3]([N:8]2[CH2:9][CH2:10][NH:11][CH2:12][CH2:13]2)[cH:4][cH:5][cH:6][cH:7]1.[F:14][C:15]([CH2:16][NH:17][C:18](=[O:19])[C:20]1([CH2:33][CH2:34][CH2:35][CH2:36][Br:37])[c:21]2[cH:22][cH:23][cH:24][cH:25][c:26]2-[c:27]2[cH:28][cH:29][cH:30][cH:31][c:32]21)([F:38])[F:39]>>[CH3:1][c:2]1[c:3]([N:8]2[CH2:9][CH2:10][N:11]([CH2:36][CH2:35][CH2:34][CH2:33][C:20]3([C:18]([NH:17][CH2:16][C:15]([F:14])([F:38])[F:39])=[O:19])[c:21]4[cH:22][cH:23][cH:24][cH:25][c:26]4-[c:27]4[cH:28][cH:29][cH:30][cH:31][c:32]43)[CH2:12][CH2:13]2)[cH:4][cH:5][cH:6][cH:7]1. Starting materials: CO (methanol), O.C1(=CC=C(C=C1)S(=O)(=O)O)C (p-toluenesulfonic acid monohydrate), Br.C[C@H]1NCCC1 ((2R)-2-methylpyrrolidine hydrobromide), BrCCCO (3-bromopropanol), [N+](=O)([O-])C1=CC=C(C=C1)O (4-nitrophenol), Br.C[C@H]1NCCC1 ((2R)-2-methylpyrrolidine hydrobromide). Solvent: C(C)(=O)OCC (ethyl acetate). Yields the product S(=O)(=O)(O)C1=CC=C(C)C=C1.C[C@H]1N(CCC1)CCCOC1=CC=C(N)C=C1 (4-{3-[(2R)-2-methylpyrrolidin-1-yl]propoxy}aniline monotosylate). Reaction SMILES: Br.[CH3:2][C@@H:3]1[CH2:7][CH2:6][CH2:5][NH:4]1.Br[CH2:9][CH2:10][CH2:11][OH:12].[N+:13]([C:16]1[CH:21]=[CH:20][C:19](O)=[CH:18][CH:17]=1)([O-])=O.CO.O.[C:26]1([CH3:36])[CH:31]=[CH:30][C:29]([S:32]([OH:35])(=[O:34])=[O:33])=[CH:28][CH:27]=1>C(OCC)(=O)C>[S:32]([C:29]1[CH:30]=[CH:31][C:26]([CH3:36])=[CH:27][CH:28]=1)([OH:35])(=[O:34])=[O:33].[CH3:2][C@@H:3]1[CH2:7][CH2:6][CH2:5][N:4]1[CH2:9][CH2:10][CH2:11][O:12][C:19]1[CH:20]=[CH:21][C:16]([NH2:13])=[CH:17][CH:18]=1 |f:0.1,5.6,8.9|. Procedure details: 4-{3-[(2R)-2-methylpyrrolidin-1-yl]propoxy}aniline was obtained as a light brown oily substance by the method according to Example 138, using (2R)-2-methylpyrrolidine hydrobromide, 3-bromopropanol and 4-nitrophenol as starting materials. The obtained oily substance was dissolved in ethyl acetate, 1 Eq of a methanol solution of p-toluenesulfonic acid monohydrate was added, and the target compound was obtained as a colorless solid by filtering off the solid produced. (2R)-2-methylpyrrolidine hydro... The reactants are O=Cc1cccnc1Cl, Oc1ccc(Cl)c(Cl)c1, [K+], [K+], O=C([O-])[O-], CN(C)C=O, O. As a reaction SMILES: [Cl:16][c:17]1[c:18]([CH:19]=[O:20])[cH:21][cH:22][cH:23][n:24]1.[Cl:1][c:2]1[cH:3][c:4]([OH:9])[cH:5][cH:6][c:7]1[Cl:8].[K+:10].[K+:11].[O-:12][C:13]([O-:14])=[O:15].[O:25]=[CH:26][N:27]([CH3:28])[CH3:29].[OH2:30]>>[Cl:1][c:2]1[cH:3][c:4]([O:9][c:17]2[c:18]([CH:19]=[O:20])[cH:21][cH:22][cH:23][n:24]2)[cH:5][cH:6][c:7]1[Cl:8]. Product: O=Cc1cccnc1Oc1ccc(Cl)c(Cl)c1. Yield: 40.0%. Starting materials: C(C)SC=1OC2=C(N1)C=C(C=C2)[N+](=O)[O-] (2-ethylsulfanyl-5-nitro-benzooxazole), CNC1CCN(CC1)C (methyl-(1-methyl-piperidin-4-yl)-amine). RXN SMILES: C(S[C:4]1[O:5][C:6]2[CH:12]=[CH:11][C:10]([N+:13]([O-:15])=[O:14])=[CH:9][C:7]=2[N:8]=1)C.[CH3:16][NH:17][CH:18]1[CH2:23][CH2:22][N:21]([CH3:24])[CH2:20][CH2:19]1>C1COCC1>[CH3:16][N:17]([CH:18]1[CH2:23][CH2:22][N:21]([CH3:24])[CH2:20][CH2:19]1)[C:4]1[O:5][C:6]2[CH:12]=[CH:11][C:10]([N+:13]([O-:15])=[O:14])=[CH:9][C:7]=2[N:8]=1. Conditions: temperature 100 celsius, time 24 hour. The solvent is C1CCOC1 (THF). The product is CN(C=1OC2=C(N1)C=C(C=C2)[N+](=O)[O-])C2CCN(CC2)C (Methyl-(1-methyl-piperidin-4-yl)-(5-nitro-benzooxazol-2-yl)-amine). Procedure: Dissolve 2-ethylsulfanyl-5-nitro-benzooxazole (1.17 g, 5.23 mmol) in anhydrous THF (10 mL) in a reaction tube and blow nitrogen into the vessel for 10 s. Add methyl-(1-methyl-piperidin-4-yl)-amine (1.37 mL, 9.42 mmol) to the solution. Quickly seal the vessel and immerse into a pre-heated oil bath (100° C.) and stir for 24 h. Concentrate the reaction mixture in vacuo, wash with 1.0M NaOH (aq) (2×50 mL), dry over Na2SO4, filter, and concentrate in vacuo. Subject the residue by silica gel flash col... Starting materials: BrC1=CC(=C(C=C1)NS(=O)(=O)C1=C(C2=C(S1)C=CC(=C2)F)CC(C)C)C(F)(F)F (5-fluoro-3-isobutyl-benzo[b]thiophene-2-sulfonic acid(4-bromo-2-trifluoromethyl-phenyl)-amide), N1=CC=C(C=C1)B(O)O (4-pyridineboronic acid). The reagents and catalysts are C=1C=CC(=CC1)[P](C=2C=CC=CC2)(C=3C=CC=CC3)[Pd]([P](C=4C=CC=CC4)(C=5C=CC=CC5)C=6C=CC=CC6)([P](C=7C=CC=CC7)(C=8C=CC=CC8)C=9C=CC=CC9)[P](C=1C=CC=CC1)(C=1C=CC=CC1)C=1C=CC=CC1 (tetrakis(triphenylphosphine)palladium). The solvent is COCCOC (1,2-dimethoxyethane), C(C)O (ethanol), C([O-])([O-])=O.[Na+].[Na+] (sodium carbonate). Yields the product N1=CC=C(C=C1)C1=CC(=C(C=C1)NS(=O)(=O)C1=C(C2=C(S1)C=CC(=C2)F)CC(C)C)C(F)(F)F (5-Fluoro-3-isobutyl-benzo[b]thiophene-2-sulfonic acid(4-pyridin-4-yl-2-trifluoromethyl-phenyl)-amide). Isolated yield 471.7%. RXN SMILES: Br[C:2]1[CH:7]=[CH:6][C:5]([NH:8][S:9]([C:12]2[S:16][C:15]3[CH:17]=[CH:18][C:19]([F:21])=[CH:20][C:14]=3[C:13]=2[CH2:22][CH:23]([CH3:25])[CH3:24])(=[O:11])=[O:10])=[C:4]([C:26]([F:29])([F:28])[F:27])[CH:3]=1.[N:30]1[CH:35]=[CH:34][C:33](B(O)O)=[CH:32][CH:31]=1>COCCOC.C(O)C.C(=O)([O-])[O-].[Na+].[Na+].C1C=CC([P]([Pd]([P](C2C=CC=CC=2)(C2C=CC=CC=2)C2C=CC=CC=2)([P](C2C=CC=CC=2)(C2C=CC=CC=2)C2C=CC=CC=2)[P](C2C=CC=CC=2)(C2C=CC=CC=2)C2C=CC=CC=2)(C2C=CC=CC=2)C2C=CC=CC=2)=CC=1>[N:30]1[CH:35]=[CH:34][C:33]([C:2]2[CH:7]=[CH:6][C:5]([NH:8][S:9]([C:12]3[S:16][C:15]4[CH:17]=[CH:18][C:19]([F:21])=[CH:20][C:14]=4[C:13]=3[CH2:22][CH:23]([CH3:25])[CH3:24])(=[O:10])=[O:11])=[C:4]([C:26]([F:29])([F:27])[F:28])[CH:3]=2)=[CH:32][CH:31]=1 |f:4.5.6,^1:57,59,78,97|. Procedure details: This compound was prepared in analogy to Example 2 starting from 5-fluoro-3-isobutyl-benzo[b]thiophene-2-sulfonic acid(4-bromo-2-trifluoromethyl-phenyl)-amide (0.10 g) and 4-pyridineboronic acid (0.036 g) in 1,2-dimethoxyethane (7 ml), ethanol (1 ml) and 2 molar sodium carbonate (2.0 ml) with tetrakis(triphenylphosphine)palladium (0.027 g) to obtain the title compound (0.47 g) as a yellowish solid. MS (ISN): 507.1 (M−H)−